describe an organic reaction: reactants, conditions, products, and yield From a dataset of the Open Reaction Database (ORD), a public repository of structured organic reaction records. Starting materials: O=C1NC(=O)c2ccccc21, CN(C)C=O, O=C1c2ccccc2C(=O)N1OCc1ccc(CCl)cc1, [K]. Yields the product O=C1c2ccccc2C(=O)N1Cc1ccc(CON2C(=O)c3ccccc3C2=O)cc1. RXN SMILES: [C:22]1(=[O:32])[c:23]2[c:24]([cH:28][cH:29][cH:30][cH:31]2)[C:25](=[O:27])[NH:26]1.[CH3:34][N:35]([CH3:36])[CH:37]=[O:38].[Cl:1][CH2:2][c:3]1[cH:4][cH:5][c:6]([CH2:7][O:8][N:9]2[C:10](=[O:19])[c:11]3[c:12]([cH:15][cH:16][cH:17][cH:18]3)[C:13]2=[O:14])[cH:20][cH:21]1.[K:33]>>[CH2:2]([c:3]1[cH:4][cH:5][c:6]([CH2:7][O:8][N:9]2[C:10](=[O:19])[c:11]3[c:12]([cH:15][cH:16][cH:17][cH:18]3)[C:13]2=[O:14])[cH:20][cH:21]1)[N:26]1[C:22](=[O:32])[c:23]2[c:24]([cH:28][cH:29][cH:30][cH:31]2)[C:25]1=[O:27]. The reactants are ClCC#N (chloroacetonitrile), [Na+].C=1(C(=CC=CC1)S(=O)[O-])C (toluene-2-sulphinic acid sodium salt). Solvent: CN(C)C=O (DMF). Run at time 1 hour. The product is C=1(C(=CC=CC1)S(=O)(=O)CC#N)C ((toluene-2-sulphonyl)-acetonitrile). Yield: 51.6%. RXN SMILES: Cl[CH2:2][C:3]#[N:4].[Na+].[C:6]1([CH3:15])[C:7]([S:12]([O-:14])=[O:13])=[CH:8][CH:9]=[CH:10][CH:11]=1>CN(C=O)C>[C:6]1([CH3:15])[C:7]([S:12]([CH2:2][C:3]#[N:4])(=[O:14])=[O:13])=[CH:8][CH:9]=[CH:10][CH:11]=1 |f:1.2|. Procedure details: 2.2 ml (34.5 mmol) of chloroacetonitrile were added to a suspension of 4.5 g (28.8 mmol) of toluene-2-sulphinic acid sodium salt in 100 ml of DMF and stirred at 1000 for 1 hr. The reaction solution was evaporated and the residue was partitioned between H2O and CH2Cl2. The aqueous phase was washed three times with CH2Cl2. The combined organic phases were washed once with H2O, dried (MgSO4). filtered and evaporated. Chromatography (SiO2, CH2Cl2) yielded 2.9 g (50%) of (toluene-2-sulphonyl)-acetoni... Reactants: Nc1ccc2[nH]nc(Br)c2c1, CC(=O)O[BH-](OC(C)=O)OC(C)=O, CCCN1C2CCC1CC(=O)C2, CC(=O)O, CC(Cl)Cl, N, [Na+]. Product: CCCN1C2CCC1CC(Nc1ccc3[nH]nc(Br)c3c1)C2. As a reaction SMILES: [Br:19][c:20]1[n:21][nH:22][c:23]2[cH:24][cH:25][c:26]([NH2:29])[cH:27][c:28]12.[C:1]([O:2][BH-:3]([O:4][C:5](=[O:6])[CH3:7])[O:8][C:9](=[O:10])[CH3:11])(=[O:12])[CH3:13].[CH2:30]([CH2:31][CH3:32])[N:33]1[CH:34]2[CH2:35][C:36](=[O:41])[CH2:37][CH:38]1[CH2:39][CH2:40]2.[CH3:15][C:16](=[O:17])[OH:18].[Cl:43][CH:44]([Cl:45])[CH3:46].[NH3:42].[Na+:14]>>[Br:19][c:20]1[n:21][nH:22][c:23]2[cH:24][cH:25][c:26]([NH:29][CH:36]3[CH2:35][CH:34]4[N:33]([CH2:30][CH2:31][CH3:32])[CH:38]([CH2:37]3)[CH2:39][CH2:40]4)[cH:27][c:28]12. The reactants are C1CCOC1, CO, CCOC(=O)CCCOc1c(OC)ccc2c(Nc3c(Cl)cncc3Cl)cc(=O)oc12, [Li+], [OH-]. Product: COc1ccc2c(Nc3c(Cl)cncc3Cl)cc(=O)oc2c1OCCCC(=O)O. As a reaction SMILES: [CH2:36]1[O:37][CH2:38][CH2:39][CH2:40]1.[CH3:34][OH:35].[Cl:3][c:4]1[cH:5][n:6][cH:7][c:8]([Cl:33])[c:9]1[NH:10][c:11]1[cH:12][c:13](=[O:32])[o:14][c:15]2[c:16]([O:23][CH2:24][CH2:25][CH2:26][C:27](=[O:28])[O:29][CH2:30][CH3:31])[c:17]([O:21][CH3:22])[cH:18][cH:19][c:20]12.[Li+:1].[OH-:2]>>[Cl:3][c:4]1[cH:5][n:6][cH:7][c:8]([Cl:33])[c:9]1[NH:10][c:11]1[cH:12][c:13](=[O:32])[o:14][c:15]2[c:16]([O:23][CH2:24][CH2:25][CH2:26][C:27](=[O:28])[OH:29])[c:17]([O:21][CH3:22])[cH:18][cH:19][c:20]12. Reactants: COC=1C=C(C=CC1C1=NC=CC=C1)C=1N=C2N(C=CC=C2)C1 (2-(3-methoxy-4-pyridin-2-ylphenyl)imidazo[1,2-a]pyridine). Reagents/catalysts: [Pd] (Pd/C). Run in CO (methanol). Reaction conditions: time 3 day. Yields the product COC=1C=C(C=CC1C1=NC=CC=C1)C=1N=C2N(CCCC2)C1 (2-(3-methoxy-4-pyridin-2-ylphenyl)-5,6,7,8-tetrahydroimidazo[1,2-a]pyridine). Reaction SMILES: [CH3:1][O:2][C:3]1[CH:4]=[C:5]([C:15]2[N:16]=[C:17]3[CH:22]=[CH:21][CH:20]=[CH:19][N:18]3[CH:23]=2)[CH:6]=[CH:7][C:8]=1[C:9]1[CH:14]=[CH:13][CH:12]=[CH:11][N:10]=1>CO.[Pd]>[CH3:1][O:2][C:3]1[CH:4]=[C:5]([C:15]2[N:16]=[C:17]3[CH2:22][CH2:21][CH2:20][CH2:19][N:18]3[CH:23]=2)[CH:6]=[CH:7][C:8]=1[C:9]1[CH:14]=[CH:13][CH:12]=[CH:11][N:10]=1. Reported procedure: A solution of 2-(3-methoxy-4-pyridin-2-ylphenyl)imidazo[1,2-a]pyridine (40 mg, 0.13 mmol) in methanol (2 mL) was treated with Pd/C (8 mg of 10%) and stirred vigorously under an atmosphere of hydrogen gas for 3 days. The reaction mixture was filtered through a pad of celite, and the filtrate was concentrated to afford the desired 2-(3-methoxy-4-pyridin-2-ylphenyl)-5,6,7,8-tetrahydroimidazo[1,2-a]pyridine as a yellow solid. 1H NMR (CD3OD, 300 MHz) δ 8.88 (d, 1H), 8.69 (m, 1H), 8.35 (d, 1H), 8.09 (... Isolated yield 63.0%. Reaction SMILES: [CH3:1][NH:2][CH2:3][CH2:4][C:5]1[CH:10]=[CH:9][C:8]([OH:11])=[C:7]([OH:12])[CH:6]=1.Cl>[O-2].[O-2].[Mn+4]>[CH3:1][N:2]1[C:10]2[C:5](=[CH:6][C:7]([C:8]([CH:9]=2)=[O:11])=[O:12])[CH2:4][CH2:3]1 |f:0.1,2.3.4|. Procedure details: The above-detailed manganese dioxide oxidation was effected on 51 mg (0.20 mmol) 79% epinine hydrochloride, yielding a deep red solution of epinochrome. This was isomerized over a mixture of 0.56 g (2.5 mmol) of zinc acetate and 15 mL of ethyl acetate. After 45 min of rapid stirring, this mixture was yet slightly pink. It was again Schlenk-filtered under N2, then it was partitioned. Extractions and drying were performed as in Example 5. After an identical acetylation process, 31 mg (63% yield) o... Reagents/catalysts: [O-2].[O-2].[Mn+4] (manganese dioxide). Yields the product CN1CCC2=CC(=O)C(=O)C=C21 (epinochrome). Reactants: CNCCC1=CC(=C(C=C1)O)O.Cl (epinine hydrochloride). Starting materials: COC([C@H](CC1=CC=C(C=C1)C1=C(C=CC=C1)OC1=CC=CC=C1)NC(C1=C(C=CC(=C1)Cl)N)=O)=O ((2S)-(2-amino-5-chloro-benzoylamino)-3-(2′-phenoxy-biphenyl-4-yl)-propionicacid methyl ester), CC(C=O)CCC (2-methyl-pentanal). The solvent is ClCCCl (DCE). Yields the product COC([C@H](CC1=CC=C(C=C1)C1=C(C=CC=C1)OC1=CC=CC=C1)NC(C1=C(C=CC(=C1)Cl)NCC(CCC)C)=O)=O ((2S)-[5-chloro-2-(2-methyl-pentylamino)-benzoylamino]-3-(2′-phenoxy-biphenyl-4-yl)-propionic acid methyl ester), ClC=1C=CC(=C(C(=O)N[C@H](C(=O)O)CC2=CC=C(C=C2)C2=C(C=CC=C2)OC2=CC=CC=C2)C1)NCC(CCC)C ((2S)-[5-chloro-2-(2-methyl-pentylamino)-benzoylamino]-3-(2′-phenoxy-biphenyl-4-yl)-propionic acid). As a reaction SMILES: [CH3:1][O:2][C:3](=[O:36])[C@@H:4]([NH:25][C:26](=[O:35])[C:27]1[CH:32]=[C:31]([Cl:33])[CH:30]=[CH:29][C:28]=1[NH2:34])[CH2:5][C:6]1[CH:11]=[CH:10][C:9]([C:12]2[CH:17]=[CH:16][CH:15]=[CH:14][C:13]=2[O:18][C:19]2[CH:24]=[CH:23][CH:22]=[CH:21][CH:20]=2)=[CH:8][CH:7]=1.[CH3:37][CH:38]([CH2:41][CH2:42][CH3:43])[CH:39]=O>ClCCCl>[CH3:1][O:2][C:3](=[O:36])[C@@H:4]([NH:25][C:26](=[O:35])[C:27]1[CH:32]=[C:31]([Cl:33])[CH:30]=[CH:29][C:28]=1[NH:34][CH2:37][CH:38]([CH3:39])[CH2:41][CH2:42][CH3:43])[CH2:5][C:6]1[CH:7]=[CH:8][C:9]([C:12]2[CH:17]=[CH:16][CH:15]=[CH:14][C:13]=2[O:18][C:19]2[CH:24]=[CH:23][CH:22]=[CH:21][CH:20]=2)=[CH:10][CH:11]=1.[Cl:33][C:31]1[CH:30]=[CH:29][C:28]([NH:34][CH2:37][CH:38]([CH3:39])[CH2:41][CH2:42][CH3:43])=[C:27]([CH:32]=1)[C:26]([NH:25][C@@H:4]([CH2:5][C:6]1[CH:7]=[CH:8][C:9]([C:12]2[CH:17]=[CH:16][CH:15]=[CH:14][C:13]=2[O:18][C:19]2[CH:24]=[CH:23][CH:22]=[CH:21][CH:20]=2)=[CH:10][CH:11]=1)[C:3]([OH:2])=[O:36])=[O:35]. Procedure details: (2S)-[5-chloro-2-(2-methyl-pentylamino)-benzoylamino]-3-(2′-phenoxy-biphenyl-4-yl)-propionic acid methyl ester was prepared following procedure G using (2S)-(2-amino-5-chloro-benzoylamino)-3-(2′-phenoxy-biphenyl-4-yl)-propionicacid methyl ester (100 mg, 0.2 mmol) prepared in Example 10, 2-methyl-pentanal (30 mg, 0.25 mmol) in DCE (4 mL). Purification by flash chromatography (ethyl acetate/hexanes 1:3) gave the title compound as a thick liquid, which was hydrolyzed according to Procedure C yieldi...